Task: describe an organic reaction: reactants, conditions, products, and yield. Dataset: the Open Reaction Database (ORD), a public repository of structured organic reaction records The reactants are O=C(CBr)Nc1ccc(Cl)cn1, CCOC(=O)c1cc(OCCOCCOC)n[nH]1, [H-], [Na+], CN(C)C=O, O. The product is CCOC(=O)c1cc(OCCOCCOC)nn1CC(=O)Nc1ccc(Cl)cn1. As a reaction SMILES: [Br:21][CH2:22][C:23](=[O:24])[NH:25][c:26]1[n:27][cH:28][c:29]([Cl:32])[cH:30][cH:31]1.[CH2:1]([CH3:2])[O:3][C:4](=[O:5])[c:6]1[nH:7][n:8][c:9]([O:11][CH2:12][CH2:13][O:14][CH2:15][CH2:16][O:17][CH3:18])[cH:10]1.[H-:19].[Na+:20].[O:34]=[CH:35][N:36]([CH3:37])[CH3:38].[OH2:33]>>[CH2:1]([CH3:2])[O:3][C:4](=[O:5])[c:6]1[n:7]([CH2:22][C:23](=[O:24])[NH:25][c:26]2[n:27][cH:28][c:29]([Cl:32])[cH:30][cH:31]2)[n:8][c:9]([O:11][CH2:12][CH2:13][O:14][CH2:15][CH2:16][O:17][CH3:18])[cH:10]1.